From a dataset of the Open Reaction Database (ORD), a public repository of structured organic reaction records. describe an organic reaction: reactants, conditions, products, and yield Procedure details: In like manner to the preparation of N4-(3,4-ethylenedioxyphenyl)-5-fluoro-N2-(3-hydroxyphenyl)-2,4-pyrimidinediamine, 2-chloro-N4-(3,4-ethylenedioxyphenyl)-5-fluoro-4-pyrimidineamine and 4-tert-butylaniline were reacted to yield N2-(4-tert-butylphenyl)-N4-(3,4-ethylenedioxyphenyl)-5-fluoro-2,4-pyrimidinediamine. 1H NMR (CDCl3): δ 7.85 (d, 1H, J=3.6 Hz), 7.44 (bdd, 2H, J=6.3 Hz); 7.35–7.31 (m, 3H), 6.93 (dd, 1H, J=2.7 and 8.7 Hz), 6.83 (d, 1H, J=9 Hz), 6.80 (bs, 1H), 4.23 (s, 4H), 1.28 (s, 9H); ... Product: C(C)(C)(C)C1=CC=C(C=C1)NC1=NC=C(C(=N1)NC1=CC2=C(C=C1)OCCO2)F (N2-(4-tert-butylphenyl)-N4-(3,4-ethylenedioxyphenyl)-5-fluoro-2,4-pyrimidinediamine). As a reaction SMILES: Cl[C:2]1[N:7]=[C:6]([NH:8][C:9]2[CH:14]=[CH:13][C:12]3[O:15][CH2:16][CH2:17][O:18][C:11]=3[CH:10]=2)[C:5]([F:19])=[CH:4][N:3]=1.[C:20]([C:24]1[CH:30]=[CH:29][C:27]([NH2:28])=[CH:26][CH:25]=1)([CH3:23])([CH3:22])[CH3:21]>>[C:20]([C:24]1[CH:25]=[CH:26][C:27]([NH:28][C:2]2[N:7]=[C:6]([NH:8][C:9]3[CH:14]=[CH:13][C:12]4[O:15][CH2:16][CH2:17][O:18][C:11]=4[CH:10]=3)[C:5]([F:19])=[CH:4][N:3]=2)=[CH:29][CH:30]=1)([CH3:23])([CH3:21])[CH3:22]. Starting materials: ClC1=NC=C(C(=N1)NC1=CC2=C(C=C1)OCCO2)F (2-chloro-N4-(3,4-ethylenedioxyphenyl)-5-fluoro-4-pyrimidineamine), C(C)(C)(C)C1=CC=C(N)C=C1 (4-tert-butylaniline). Run in C(Cl)Cl (DCM). Reactants: BrC=1C=NC2=CC(=CC=C2C1)Cl (3-bromo-7-chloroquinoline), C(#N)[Cu] (CuCN), CN(C)C=O (DMF). The product is ClC1=CC=C2C=C(C=NC2=C1)C#N (7-chloroquinoline-3-carbonitrile). As a reaction SMILES: Br[C:2]1[CH:3]=[N:4][C:5]2[C:10]([CH:11]=1)=[CH:9][CH:8]=[C:7]([Cl:12])[CH:6]=2.[C:13]([Cu])#[N:14].CN(C=O)C>C(Cl)Cl>[Cl:12][C:7]1[CH:6]=[C:5]2[C:10]([CH:11]=[C:2]([C:13]#[N:14])[CH:3]=[N:4]2)=[CH:9][CH:8]=1. Procedure: To a flask containing a stir bar was added 3-bromo-7-chloroquinoline (1.0 g, 4.1 mmol), CuCN (0.55 g, 6.2 mmol) followed by addition of DMF (25 mL). The resulting mixture was then heated to 150° C. overnight. When the reaction was complete as evidenced by LC analyisis, the reaction flask was taken out of the oil bath and cooled to RT. To the reaction mixture was then poured DCM (20 mL) and a precipitate formed immediately, which was filtered. The filtrated was washed with aq. NH4Cl, dried over s... Reaction conditions: temperature 150 celsius. Starting materials: O=CC1CCN(Cc2ccccc2)CC1, c1ccc2c(c1)COC2, [Li]CCCC, CCOC(C)=O, C1CCOC1, O. The product is OC(C1CCN(Cc2ccccc2)CC1)C1OCc2ccccc21. RXN SMILES: [CH2:10]([c:11]1[cH:12][cH:13][cH:14][cH:15][cH:16]1)[N:17]1[CH2:18][CH2:19][CH:20]([CH:23]=[O:24])[CH2:21][CH2:22]1.[CH2:1]1[O:2][CH2:3][c:4]2[cH:5][cH:6][cH:7][cH:8][c:9]21.[CH2:37]([Li:38])[CH2:39][CH2:40][CH3:41].[CH3:26][CH2:27][O:28][C:29](=[O:30])[CH3:31].[O:32]1[CH2:33][CH2:34][CH2:35][CH2:36]1.[OH2:25]>>[CH:1]1([CH:23]([CH:20]2[CH2:19][CH2:18][N:17]([CH2:10][c:11]3[cH:12][cH:13][cH:14][cH:15][cH:16]3)[CH2:22][CH2:21]2)[OH:24])[O:2][CH2:3][c:4]2[cH:5][cH:6][cH:7][cH:8][c:9]21. Starting materials: ClC1=C(C=CC=C1Cl)C1C(=C(NC(=C1C(=O)OC)C)COCC#C)C(=O)OCC (1-{[4-(2,3-dichlorophenyl)-3-ethoxycarbonyl-5-methoxycarbonyl-6-methyl-1,4-dihydropyrid-2-yl]methoxy}-2-propyne), mercuric sulphate, S(O)(O)(=O)=O (sulphuric acid). Solvent: O (water), O1CCOCC1 (dioxane). The product is ClC1=C(C=CC=C1Cl)C1C(=C(NC(=C1C(=O)OC)C)COCC(=O)C)C(=O)OCC (1-{[4-(2,3-Dichlorophenyl)-3-ethoxycarbonyl-5-methoxycarbonyl-6-methyl-1,4-dihydropyrid-2-yl]methoxy}acetone). RXN SMILES: [Cl:1][C:2]1[C:7]([Cl:8])=[CH:6][CH:5]=[CH:4][C:3]=1[CH:9]1[C:14]([C:15]([O:17][CH3:18])=[O:16])=[C:13]([CH3:19])[NH:12][C:11]([CH2:20][O:21][CH2:22][C:23]#[CH:24])=[C:10]1[C:25]([O:27][CH2:28][CH3:29])=[O:26].S(=O)(=O)(O)[OH:31]>O.O1CCOCC1>[Cl:1][C:2]1[C:7]([Cl:8])=[CH:6][CH:5]=[CH:4][C:3]=1[CH:9]1[C:14]([C:15]([O:17][CH3:18])=[O:16])=[C:13]([CH3:19])[NH:12][C:11]([CH2:20][O:21][CH2:22][C:23]([CH3:24])=[O:31])=[C:10]1[C:25]([O:27][CH2:28][CH3:29])=[O:26]. Procedure: A solution of 1-{[4-(2,3-dichlorophenyl)-3-ethoxycarbonyl-5-methoxycarbonyl-6-methyl-1,4-dihydropyrid-2-yl]methoxy}-2-propyne (1.06 g) [see Preparation 8], mercuric sulphate (0.10 g) and concentrated sulphuric acid (0.2 ml) in a mixture of water (20 ml) and dioxane (20 ml) was heated at 60° for 2 hours and then evaporated. The residue was partitioned between ether and water and the organic layer washed with saturated aqueous sodium chloride solution and water, dried over sodium sulphate and evap...